From a dataset of the Open Reaction Database (ORD), a public repository of structured organic reaction records. describe an organic reaction: reactants, conditions, products, and yield Starting materials: C1COCCO1, Cl, CC(C)(C)OC(=O)N1CCC(COc2cccc3ccccc23)C1. The product is c1ccc2c(OCC3CCNC3)cccc2c1. As a reaction SMILES: [CH2:26]1[O:27][CH2:28][CH2:29][O:30][CH2:31]1.[ClH:25].[c:1]1([O:11][CH2:12][CH:13]2[CH2:14][N:15]([C:18]([O:19][C:20]([CH3:21])([CH3:22])[CH3:23])=[O:24])[CH2:16][CH2:17]2)[cH:2][cH:3][cH:4][c:5]2[cH:6][cH:7][cH:8][cH:9][c:10]12>>[c:1]1([O:11][CH2:12][CH:13]2[CH2:14][NH:15][CH2:16][CH2:17]2)[cH:2][cH:3][cH:4][c:5]2[cH:6][cH:7][cH:8][cH:9][c:10]12. Reactants: O=C([O-])[O-], C1COCCO1, ClCCl, CS(N)(=O)=O, [Cs+], [Cs+], [Cu]I, Cc1cc(N2CCCC2)c2ccc(I)cc2n1. Product: Cc1cc(N2CCCC2)c2ccc(NS(C)(=O)=O)cc2n1. As a reaction SMILES: [C:23](=[O:24])([O-:25])[O-:26].[CH2:29]1[O:30][CH2:31][CH2:32][O:33][CH2:34]1.[CH2:35]([Cl:36])[Cl:37].[CH3:18][S:19](=[O:20])(=[O:21])[NH2:22].[Cs+:27].[Cs+:28].[Cu:38][I:39].[I:1][c:2]1[cH:3][cH:4][c:5]2[c:6]([N:13]3[CH2:14][CH2:15][CH2:16][CH2:17]3)[cH:7][c:8]([CH3:12])[n:9][c:10]2[cH:11]1>>[c:2]1([NH:22][S:19]([CH3:18])(=[O:20])=[O:21])[cH:3][cH:4][c:5]2[c:6]([N:13]3[CH2:14][CH2:15][CH2:16][CH2:17]3)[cH:7][c:8]([CH3:12])[n:9][c:10]2[cH:11]1. Reactants: [Cl-].[Na+] (sodium chloride), [K] (Potassium), [K] (potassium), O (water), CC1=CC=C(O1)C=CCCO (5-methyl-2-furylallylcarbinol). Conditions: time 35 minute. Yields the product C(C=C)C=1C(CC(C1C)O)=O (2-allyl-3-methyl-4-hydroxy-2-cyclopentenone). As a reaction SMILES: [K].[CH3:2][C:3]1[O:7][C:6]([CH:8]=[CH:9][CH2:10][CH2:11]O)=[CH:5][CH:4]=1.[Cl-].[Na+].[OH2:15]>>[CH2:9]([C:8]1[C:6](=[O:7])[CH2:5][CH:4]([OH:15])[C:3]=1[CH3:2])[CH:10]=[CH2:11] |f:2.3,^1:0|. Procedure details: Potassium secondary phosphate (1.12 g) and potassium primary phosphate (3.54 g) were dissolved in water (800 ml) to prepare a buffer solution (pH 6.2, 20° C.). In a reaction vessel, 5-methyl-2-furylallylcarbinol (20 g) and the entire amount of the buffer solution as prepared above were charged, and the temperature was elevated up to 150° C. in 35 minutes while stirring. The mixture was stirred at the same temperature for 4 hours, the inner pressure at this time being 3.8 kg/cm2. After cooling wi... Starting materials: C1CCCCC1, ClCCl, CN(C)C=O, [Na+], [OH-], O, O=P(Cl)(Cl)Cl, C1=C(c2ccccc2)c2ccccc2OC1. Yields the product O=CC1=C(c2ccccc2)c2ccccc2OC1. As a reaction SMILES: [CH2:30]1[CH2:31][CH2:32][CH2:33][CH2:34][CH2:35]1.[CH2:36]([Cl:37])[Cl:38].[CH3:25][N:26]([CH:27]=[O:28])[CH3:29].[Na+:24].[OH-:23].[OH2:22].[P:1]([Cl:2])([Cl:3])([Cl:4])=[O:5].[c:6]1([C:12]2=[CH:13][CH2:14][O:15][c:16]3[c:17]2[cH:18][cH:19][cH:20][cH:21]3)[cH:7][cH:8][cH:9][cH:10][cH:11]1>>[c:6]1([C:12]2=[C:13]([CH:27]=[O:28])[CH2:14][O:15][c:16]3[c:17]2[cH:18][cH:19][cH:20][cH:21]3)[cH:7][cH:8][cH:9][cH:10][cH:11]1. Reactants: COc1ccccc1O, [H-], [H][H], N#Cc1ccc(OCCCCCI)cc1, [Na+], CN(C)C=O, O. Yields the product COc1ccccc1OCCCCCOc1ccc(C#N)cc1. Reaction SMILES: [CH3:1][O:2][c:3]1[cH:4][cH:5][cH:6][cH:7][c:8]1[OH:9].[H-:10].[H:12][H:13].[I:14][CH2:15][CH2:16][CH2:17][CH2:18][CH2:19][O:20][c:21]1[cH:22][cH:23][c:24]([C:25]#[N:26])[cH:27][cH:28]1.[Na+:11].[O:29]=[CH:30][N:31]([CH3:32])[CH3:33].[OH2:34]>>[CH3:1][O:2][c:3]1[cH:4][cH:5][cH:6][cH:7][c:8]1[O:9][CH2:15][CH2:16][CH2:17][CH2:18][CH2:19][O:20][c:21]1[cH:22][cH:23][c:24]([C:25]#[N:26])[cH:27][cH:28]1. The reactants are NC1=C(NC2=C(C3=C(S2)C=CC=C3)C(=O)OCC)C=CC(=C1)F (ethyl 2-(2-amino-4-fluoroanilino)benzo[b]thiophene-3-carboxylate), CN1CCNCC1 (1-methylpiperazine), C1(=CC=CC=C1)OC (anisole). Reagents/catalysts: [Ti](Cl)(Cl)(Cl)Cl (titanium tetrachloride). Product: FC=1C=CC2=C(N=C(C3=C(N2)SC2=C3C=CC=C2)N2CCN(CC2)C)C1 (9-fluoro-12-(4-methylpiperazin-1-yl)-6H-[1]benzothieno[2,3-b][1,5]benzdiazepine). As a reaction SMILES: [NH2:1][C:2]1[CH:22]=[C:21]([F:23])[CH:20]=[CH:19][C:3]=1[NH:4][C:5]1[S:9][C:8]2[CH:10]=[CH:11][CH:12]=[CH:13][C:7]=2[C:6]=1[C:14](OCC)=O.[CH3:24][N:25]1[CH2:30][CH2:29][NH:28][CH2:27][CH2:26]1.C1(OC)C=CC=CC=1>[Ti](Cl)(Cl)(Cl)Cl>[F:23][C:21]1[CH:20]=[CH:19][C:3]2[NH:4][C:5]3[S:9][C:8]4[CH:10]=[CH:11][CH:12]=[CH:13][C:7]=4[C:6]=3[C:14]([N:28]3[CH2:29][CH2:30][N:25]([CH3:24])[CH2:26][CH2:27]3)=[N:1][C:2]=2[CH:22]=1. Procedure: In the same manner as in Example 1 and using ethyl 2-(2-amino-4-fluoroanilino)benzo[b]thiophene-3-carboxylate, 1-methylpiperazine, anisole and titanium tetrachloride, 9-fluoro-12-(4-methylpiperazin-1-yl)-6H-[1]benzothieno[2,3-b][1,5]benzdiazepine is obtained. Reactants: CN1CCCC1=O, C#C[Si](C)(C)C, CCN(C(C)C)C(C)C, [Cu]I, Nc1ncc(F)cc1I, c1ccc(P(c2ccccc2)(c2ccccc2)[Pd](P(c2ccccc2)(c2ccccc2)c2ccccc2)(P(c2ccccc2)(c2ccccc2)c2ccccc2)P(c2ccccc2)(c2ccccc2)c2ccccc2)cc1. Product: C#Cc1cc(F)cnc1N. RXN SMILES: [CH3:104][N:105]1[CH2:106][CH2:107][CH2:108][C:109]1=[O:110].[CH3:10][Si:11]([CH3:12])([CH3:13])[C:14]#[CH:15].[CH:16]([N:17]([CH2:18][CH3:19])[CH:20]([CH3:21])[CH3:22])([CH3:23])[CH3:24].[Cu:25][I:26].[F:1][c:2]1[cH:3][c:4]([I:9])[c:5]([NH2:8])[n:6][cH:7]1.[cH:27]1[cH:28][cH:29][c:30]([P:31]([Pd:32]([P:33]([c:34]2[cH:35][cH:36][cH:37][cH:38][cH:39]2)([c:40]2[cH:41][cH:42][cH:43][cH:44][cH:45]2)[c:46]2[cH:47][cH:48][cH:49][cH:50][cH:51]2)([P:52]([c:53]2[cH:54][cH:55][cH:56][cH:57][cH:58]2)([c:59]2[cH:60][cH:61][cH:62][cH:63][cH:64]2)[c:65]2[cH:66][cH:67][cH:68][cH:69][cH:70]2)[P:71]([c:72]2[cH:73][cH:74][cH:75][cH:76][cH:77]2)([c:78]2[cH:79][cH:80][cH:81][cH:82][cH:83]2)[c:84]2[cH:85][cH:86][cH:87][cH:88][cH:89]2)([c:90]2[cH:91][cH:92][cH:93][cH:94][cH:95]2)[c:96]2[cH:97][cH:98][cH:99][cH:100][cH:101]2)[cH:102][cH:103]1>>[F:1][c:2]1[cH:3][c:4]([C:14]#[CH:15])[c:5]([NH2:8])[n:6][cH:7]1. The reactants are COC1=CC=C(C=C1)C1=CC(=C(C=C1)C(C(=O)OC)C(=O)OC)[N+](=O)[O-] (dimethyl 4'-methoxy-3-nitro-biphenyl-4-malonate). Run in Cl (hydrochloric acid). Product: COC1=CC=C(C=C1)C1=CC(=C(C=C1)CC(=O)O)[N+](=O)[O-] (4'-methoxy-3-nitrobiphenyl-4-acetic acid). RXN SMILES: [CH3:1][O:2][C:3]1[CH:8]=[CH:7][C:6]([C:9]2[CH:14]=[CH:13][C:12]([CH:15](C(OC)=O)[C:16]([O:18]C)=[O:17])=[C:11]([N+:24]([O-:26])=[O:25])[CH:10]=2)=[CH:5][CH:4]=1>Cl>[CH3:1][O:2][C:3]1[CH:4]=[CH:5][C:6]([C:9]2[CH:14]=[CH:13][C:12]([CH2:15][C:16]([OH:18])=[O:17])=[C:11]([N+:24]([O-:26])=[O:25])[CH:10]=2)=[CH:7][CH:8]=1. Procedure details: Crude dimethyl 4'-methoxy-3-nitro-biphenyl-4-malonate was heated at 100° C. in 60 mL of 6N hydrochloric acid for 15 hours and cooled. The precipitate was collected by filtration, washed with water and hexane, and dried to give 7.2 g of crude 4'-methoxy-3-nitrobiphenyl-4-acetic acid as a light tan solid. The product is CNc1ncc2cc(-c3c(C)ccc4c(N)nsc34)ccc2n1. Reactants: CNc1ncc2cc(B3OC(C)(C)C(C)(C)O3)ccc2n1, Cc1ccc2c(N)nsc2c1I, [Na+], [Na+], O=C([O-])[O-], O. As a reaction SMILES: [CH3:1][NH:2][c:3]1[n:4][c:5]2[cH:6][cH:7][c:8]([B:13]3[O:14][C:15]([CH3:16])([CH3:17])[C:18]([CH3:19])([CH3:20])[O:21]3)[cH:9][c:10]2[cH:11][n:12]1.[I:22][c:23]1[c:24]([CH3:33])[cH:25][cH:26][c:27]2[c:28]([NH2:32])[n:29][s:30][c:31]12.[Na+:34].[Na+:35].[O-:36][C:37](=[O:38])[O-:39].[OH2:40]>>[CH3:1][NH:2][c:3]1[n:4][c:5]2[cH:6][cH:7][c:8](-[c:23]3[c:24]([CH3:33])[cH:25][cH:26][c:27]4[c:28]([NH2:32])[n:29][s:30][c:31]34)[cH:9][c:10]2[cH:11][n:12]1.